This data is from the Open Reaction Database (ORD), a public repository of structured organic reaction records. The task is: describe an organic reaction: reactants, conditions, products, and yield Reactants: CCCC1CCC(CCC)N1, ClCCCl, COc1ccc2oc(C(=O)C(C)(C)C)c(CC(=O)O)c2c1, CCN(C(C)C)C(C)C, CN(C)C=O, On1nnc2ccccc21. Product: CCCC1CCC(CCC)N1C(=O)Cc1c(C(=O)C(C)(C)C)oc2ccc(OC)cc12. As a reaction SMILES: [CH2:32]([CH2:33][CH3:34])[CH:35]1[NH:36][CH:37]([CH2:40][CH2:41][CH3:42])[CH2:38][CH2:39]1.[CH2:57]([Cl:58])[CH2:59][Cl:60].[CH3:1][C:2]([C:3](=[O:4])[c:5]1[o:6][c:7]2[c:8]([c:9]1[CH2:10][C:11](=[O:12])[OH:13])[cH:14][c:15]([O:18][CH3:19])[cH:16][cH:17]2)([CH3:20])[CH3:21].[CH:43]([N:44]([CH2:45][CH3:46])[CH:47]([CH3:48])[CH3:49])([CH3:50])[CH3:51].[O:52]=[CH:53][N:54]([CH3:55])[CH3:56].[OH:22][n:23]1[c:24]2[c:25]([cH:26][cH:27][cH:28][cH:29]2)[n:30][n:31]1>>[CH3:1][C:2]([C:3](=[O:4])[c:5]1[o:6][c:7]2[c:8]([c:9]1[CH2:10][C:11](=[O:13])[N:36]1[CH:35]([CH2:32][CH2:33][CH3:34])[CH2:39][CH2:38][CH:37]1[CH2:40][CH2:41][CH3:42])[cH:14][c:15]([O:18][CH3:19])[cH:16][cH:17]2)([CH3:20])[CH3:21]. Starting materials: CC(C)(C)OC(=O)NCCCBr, O=c1[nH]c(-c2ccccc2)c(O)c2ccc(F)cc12, [H-], [Na+], O. Yields the product CC(C)(C)OC(=O)NCCCOc1c(-c2ccccc2)[nH]c(=O)c2cc(F)ccc12. As a reaction SMILES: [C:20]([CH3:21])([CH3:22])([CH3:23])[O:24][C:25]([NH:26][CH2:27][CH2:28][CH2:29][Br:30])=[O:31].[F:1][c:2]1[cH:3][cH:4][c:5]2[c:6]([OH:19])[c:7](-[c:13]3[cH:14][cH:15][cH:16][cH:17][cH:18]3)[nH:8][c:9](=[O:12])[c:10]2[cH:11]1.[H-:32].[Na+:33].[OH2:34]>>[F:1][c:2]1[cH:3][cH:4][c:5]2[c:6]([O:19][CH2:29][CH2:28][CH2:27][NH:26][C:25]([O:24][C:20]([CH3:21])([CH3:22])[CH3:23])=[O:31])[c:7](-[c:13]3[cH:14][cH:15][cH:16][cH:17][cH:18]3)[nH:8][c:9](=[O:12])[c:10]2[cH:11]1.